This data is from the Open Reaction Database (ORD), a public repository of structured organic reaction records. The task is: describe an organic reaction: reactants, conditions, products, and yield Reactants: NC=1C=C(OC=2C=CC=3N(N2)C=C(N3)NC(=O)C3CC3)C=CC1F (N-[6-(3-amino-4-fluorophenoxy)imidazo[1,2-b]pyridazin-2-yl]cyclopropanecarboxamide), N1=C(C=NC=C1)C(=O)Cl (2-pyrazinecarbonylchloride). Solvent: CN(C(C)=O)C (N,N-dimethylacetamide). Yields the product C1(CC1)C(=O)NC=1N=C2N(N=C(C=C2)OC=2C=CC(=C(C2)NC(=O)C2=NC=CN=C2)F)C1 (N-[5-({2-[(cyclopropylcarbonyl)amino]imidazo[1,2-b]pyridazin-6-yl}oxy)-2-fluorophenyl]pyrazine-2-carboxamide). Yield: 26.1%. RXN SMILES: [NH2:1][C:2]1[CH:3]=[C:4]([CH:21]=[CH:22][C:23]=1[F:24])[O:5][C:6]1[CH:7]=[CH:8][C:9]2[N:10]([CH:12]=[C:13]([NH:15][C:16]([CH:18]3[CH2:20][CH2:19]3)=[O:17])[N:14]=2)[N:11]=1.[N:25]1[CH:30]=[CH:29][N:28]=[CH:27][C:26]=1[C:31](Cl)=[O:32]>CN(C)C(=O)C>[CH:18]1([C:16]([NH:15][C:13]2[N:14]=[C:9]3[CH:8]=[CH:7][C:6]([O:5][C:4]4[CH:21]=[CH:22][C:23]([F:24])=[C:2]([NH:1][C:31]([C:26]5[CH:27]=[N:28][CH:29]=[CH:30][N:25]=5)=[O:32])[CH:3]=4)=[N:11][N:10]3[CH:12]=2)=[O:17])[CH2:20][CH2:19]1. Reported procedure: Using a solution of N-[6-(3-amino-4-fluorophenoxy)imidazo[1,2-b]pyridazin-2-yl]cyclopropanecarboxamide (327 mg, 1.0 mmol) and 2-pyrazinecarbonylchloride (171 mg, 1.2 mmol) in N,N-dimethylacetamide (6.0 mL), and by a reaction in the same manner as in Example 148, the title compound (113 mg, 26%) was obtained as colorless crystals. Reactants: N#Cc1cc(=O)c2ccc(O)cc2o1, CS(C)=O, ClCc1cccc(OCc2ccc3ccccc3n2)c1, [Na+], [OH-], O. Product: N#Cc1cc(=O)c2ccc(OCc3cccc(OCc4ccc5ccccc5n4)c3)cc2o1. As a reaction SMILES: [C:1](#[N:2])[c:3]1[o:4][c:5]2[c:6]([c:7](=[O:9])[cH:8]1)[cH:10][cH:11][c:12]([OH:14])[cH:13]2.[CH3:38][S:39]([CH3:40])=[O:41].[Cl:15][CH2:16][c:17]1[cH:18][c:19]([O:20][CH2:21][c:22]2[n:23][c:24]3[cH:25][cH:26][cH:27][cH:28][c:29]3[cH:30][cH:31]2)[cH:32][cH:33][cH:34]1.[Na+:36].[OH-:35].[OH2:37]>>[C:1](#[N:2])[c:3]1[o:4][c:5]2[c:6]([c:7](=[O:9])[cH:8]1)[cH:10][cH:11][c:12]([O:14][CH2:16][c:17]1[cH:18][c:19]([O:20][CH2:21][c:22]3[n:23][c:24]4[cH:25][cH:26][cH:27][cH:28][c:29]4[cH:30][cH:31]3)[cH:32][cH:33][cH:34]1)[cH:13]2. Starting materials: [H-].[Na+] (sodium hydride), CN(C(=O)C=1NC2=C(N1)C=CC=C2)C2=NC=CC=C2 (N-Methyl-N-(2-pyridyl)benzimidazole-2-carboxamide), CN(CCCl)C (β-dimethylaminoethyl chloride). The solvent is C(Cl)(Cl)Cl (chloroform), CS(=O)C (DMSO). Reaction conditions: time 1 hour. Yields the product CN(CCN1C(=NC2=C1C=CC=C2)C(=O)N(C2=NC=CC=C2)C)C (1-(β-Dimethylaminoethyl)-N-methyl-N-(2-pyridyl)benzimidazole-2-carboxamide). RXN SMILES: [CH3:1][N:2]([C:14]1[CH:19]=[CH:18][CH:17]=[CH:16][N:15]=1)[C:3]([C:5]1[NH:6][C:7]2[CH:13]=[CH:12][CH:11]=[CH:10][C:8]=2[N:9]=1)=[O:4].[H-].[Na+].[CH3:22][N:23]([CH3:27])[CH2:24][CH2:25]Cl>CS(C)=O.C(Cl)(Cl)Cl>[CH3:22][N:23]([CH3:27])[CH2:24][CH2:25][N:9]1[C:8]2[CH:10]=[CH:11][CH:12]=[CH:13][C:7]=2[N:6]=[C:5]1[C:3]([N:2]([CH3:1])[C:14]1[CH:19]=[CH:18][CH:17]=[CH:16][N:15]=1)=[O:4] |f:1.2|. Procedure: N-Methyl-N-(2-pyridyl)benzimidazole-2-carboxamide (1.0 g) prepared in Example 5 was dissolved in dry DMSO (20 ml), 60% sodium hydride (0.17 g) was added and stirred at room temperature for 1 hr in an argon atmosphere. Excess β-dimethylaminoethyl chloride was added to the mixture and reacted at room temperature under agitation for 20 hrs. The reaction solution was diluted with chloroform, washed with water, dried over anhydrous Na2SO4 and the solvent was distilled off. Purification of the residue... Reactants: BrC=1C=C(C(=O)OC(C)(C)C)C=C(C1)C(C(F)(F)F)(C(F)(F)F)O (tert-butyl 3-bromo-5-[2,2,2-trifluoro-1-hydroxy-1-(trifluoromethyl)ethyl]benzoate), [Br-].CC=1C=CC(=NC1)[Zn+] (5-methyl-2-pyridyl zinc bromide). Reagents/catalysts: [Zn] (zinc). Run in O1CCOCC1 (dioxane). Run at temperature 70 celsius, time 8 hour. Yields the product CC=1C=CC(=NC1)C=1C=C(C(=O)OC(C)(C)C)C=C(C1)C(C(F)(F)F)(C(F)(F)F)O (tert-butyl 3-(5-methylpyridin-2-yl)-5-[2,2,2-trifluoro-1-hydroxy-1-(trifluoromethyl)ethyl]benzoate). As a reaction SMILES: Br[C:2]1[CH:3]=[C:4]([CH:12]=[C:13]([C:15]([OH:24])([C:20]([F:23])([F:22])[F:21])[C:16]([F:19])([F:18])[F:17])[CH:14]=1)[C:5]([O:7][C:8]([CH3:11])([CH3:10])[CH3:9])=[O:6].[Br-].[CH3:26][C:27]1[CH:28]=[CH:29][C:30]([Zn+])=[N:31][CH:32]=1>O1CCOCC1.[Zn]>[CH3:26][C:27]1[CH:28]=[CH:29][C:30]([C:2]2[CH:3]=[C:4]([CH:12]=[C:13]([C:15]([OH:24])([C:16]([F:17])([F:18])[F:19])[C:20]([F:23])([F:21])[F:22])[CH:14]=2)[C:5]([O:7][C:8]([CH3:9])([CH3:10])[CH3:11])=[O:6])=[N:31][CH:32]=1 |f:1.2|. Reported procedure: To a solution of tert-butyl 3-bromo-5-[2,2,2-trifluoro-1-hydroxy-1-(trifluoromethyl)ethyl]benzoate (1.2 g, 2.8 mmol) in 0.6 mL of dioxane under N2 was added 5-methyl-2-pyridyl zinc bromide (0.5M, 11.3 mL, 5.67 mmol). The reaction was heated to 70° C. for two hours. An additional 0.5 equivalents of zinc reagent was added and the mixture stirred at 70° C. overnight. The mixture was cooled and concentrated. The crude material was taken up in EtOAc and sat. NaHCO3 and sat. Rochelle's salt added. The... The reactants are C(CCC)N (n-Butylamine), FC(C=1C=C(C=CC1)N1C(NC(NC1=O)SC)=O)(F)F (3-(3-trifluoromethylphenyl)-6-methylthio-tetrahydro-1,3,5-triazine-2,4-dione). Run in C(C)(=O)O (acetic acid), C(C)(=O)O (acetic acid). Run at temperature 145 celsius, time 30 minute. The product is FC(C=1C=C(C=CC1)N1C(NC(NC1=O)NCCCC)=O)(F)F (3-(3-trifluoromethylphenyl)-6-n-butylamino-tetrahydro-1,3,5-triazine-2,4-dione). Yield: 95.0%. As a reaction SMILES: [CH2:1]([NH2:5])[CH2:2][CH2:3][CH3:4].[F:6][C:7]([F:25])([F:24])[C:8]1[CH:9]=[C:10]([N:14]2[C:19](=[O:20])[NH:18][CH:17](SC)[NH:16][C:15]2=[O:23])[CH:11]=[CH:12][CH:13]=1>C(O)(=O)C>[F:6][C:7]([F:25])([F:24])[C:8]1[CH:9]=[C:10]([N:14]2[C:19](=[O:20])[NH:18][CH:17]([NH:5][CH2:1][CH2:2][CH2:3][CH3:4])[NH:16][C:15]2=[O:23])[CH:11]=[CH:12][CH:13]=1. Procedure: n-Butylamine (3.92 ml.) was added during 15 minutes to stirred acetic acid (2.4 ml.). After 30 minutes at room temperature, 3-(3-trifluoromethylphenyl)-6-methylthio-tetrahydro-1,3,5-triazine-2,4-dione (6.1 g.) was added to the acetic acid solution. The mixture obtained was then heated at 145° C., for 4 hours. (The liberated methylmercaptan was absorbed into a trap containing an excess of aqueous sodium hydroxide and sodium hypochlorite.) The reaction mixture was cooled to room temperature and th...